From a dataset of the Open Reaction Database (ORD), a public repository of structured organic reaction records. describe an organic reaction: reactants, conditions, products, and yield Reactants: C(C)(=O)NC=1C=CC2=C(OC3(CC3)C2=O)C1 (6-acetylaminospiro[benzo[b]furan-2(3H),1'-cyclopropane]-3-one), [OH-].[K+] (potassium hydroxide). The solvent is CO (methanol). Yields the product NC=1C=CC2=C(OC3(CC3)C2=O)C1 (6-aminospiro[benzo[b]furan-2(3H),1'-cyclopropane]-3-one). As a reaction SMILES: C([NH:4][C:5]1[CH:6]=[CH:7][C:8]2[C:14](=[O:15])[C:11]3([CH2:13][CH2:12]3)[O:10][C:9]=2[CH:16]=1)(=O)C.[OH-].[K+]>CO>[NH2:4][C:5]1[CH:6]=[CH:7][C:8]2[C:14](=[O:15])[C:11]3([CH2:13][CH2:12]3)[O:10][C:9]=2[CH:16]=1 |f:1.2|. Procedure: To a solution of 1.09 g. of 6-acetylaminospiro[benzo[b]furan-2(3H),1'-cyclopropane]-3-one in 50 ml. of methanol was added 0.8 g. of potassium hydroxide, and the mixture was refluxed for 0.5 hour. The solvent was evaporated off under reduced pressure. To the residue was added water, and the precipitating crystals were collected by filtration, washed with water and dried. The crystals were recrystallized from methanol to obtain 6-aminospiro[benzo[b]furan-2(3H),1'-cyclopropane]-3-one as colorless p... Starting materials: BrC1=C2N=CNC2=NC=N1 (6-bromo-9H-purine), NC(C)C1=CC(=C(C(=C1C1=CC(=CC=C1)F)N(C(=O)OC)C(=O)OC)C)Cl (dimethyl [6-(1-aminoethyl)-4-chloro-3′-fluoro-3-methylbiphenyl-2-yl]imidodicarbonate), C(C)(C)N(C(C)C)CC (N,N-diisopropylethylamine). Run in C(C)(C)O (isopropyl alcohol). Reaction conditions: temperature 90 celsius. Yields the product ClC1=C(C(=C(C(=C1)C(C)NC1=C2N=CNC2=NC=N1)C1=CC(=CC=C1)F)N(C(=O)OC)C(=O)OC)C (Dimethyl {4-chloro-3′-fluoro-3-methyl-6-[1-(9H-purin-6-ylamino)ethyl]biphenyl-2-yl}imidodicarbonate). Reaction SMILES: Br[C:2]1[N:10]=[CH:9][N:8]=[C:7]2[C:3]=1[N:4]=[CH:5][NH:6]2.[NH2:11][CH:12]([C:14]1[C:19]([C:20]2[CH:25]=[CH:24][CH:23]=[C:22]([F:26])[CH:21]=2)=[C:18]([N:27]([C:32]([O:34][CH3:35])=[O:33])[C:28]([O:30][CH3:31])=[O:29])[C:17]([CH3:36])=[C:16]([Cl:37])[CH:15]=1)[CH3:13].C(N(CC)C(C)C)(C)C>C(O)(C)C>[Cl:37][C:16]1[CH:15]=[C:14]([CH:12]([NH:11][C:2]2[N:10]=[CH:9][N:8]=[C:7]3[C:3]=2[N:4]=[CH:5][NH:6]3)[CH3:13])[C:19]([C:20]2[CH:25]=[CH:24][CH:23]=[C:22]([F:26])[CH:21]=2)=[C:18]([N:27]([C:32]([O:34][CH3:35])=[O:33])[C:28]([O:30][CH3:31])=[O:29])[C:17]=1[CH3:36]. Reported procedure: A mixture of 6-bromo-9H-purine (36 mg, 0.18 mmol), dimethyl [6-(1-aminoethyl)-4-chloro-3′-fluoro-3-methylbiphenyl-2-yl]imidodicarbonate (66 mg, 0.17 mmol), and N,N-diisopropylethylamine (0.058 mL, 0.33 mmol) in isopropyl alcohol (0.6 mL) was heated at 90° C. under nitrogen overnight. The mixture was evaporated and the resulting mixture was purified on RP-HPLC (XBridge C18 Column, eluting with a gradient of acetonitrile in water with 0.2% ammonium hydroxide, at flow rate of 30 mL/min) to give the...